From a dataset of the Open Reaction Database (ORD), a public repository of structured organic reaction records. describe an organic reaction: reactants, conditions, products, and yield Starting materials: CC(N)C(=O)OCc1ccccc1, COC(=O)CCC(C)C(=O)O, C(=NC1CCCCC1)=NC1CCCCC1, ClCCl, Oc1cccc2[nH]nnc12. Product: COC(=O)CCC(C)C(=O)NC(C)C(=O)OCc1ccccc1. Reaction SMILES: [CH2:12]([c:13]1[cH:14][cH:15][cH:16][cH:17][cH:18]1)[O:19][C:20]([CH:21]([NH2:22])[CH3:23])=[O:24].[CH3:1][O:2][C:3](=[O:4])[CH2:5][CH2:6][CH:7]([C:8](=[O:9])[OH:10])[CH3:11].[CH:35]1([N:36]=[C:37]=[N:38][CH:39]2[CH2:40][CH2:41][CH2:42][CH2:43][CH2:44]2)[CH2:45][CH2:46][CH2:47][CH2:48][CH2:49]1.[Cl:50][CH2:51][Cl:52].[OH:25][c:26]1[c:27]2[n:28][n:29][nH:30][c:31]2[cH:32][cH:33][cH:34]1>>[CH3:1][O:2][C:3](=[O:4])[CH2:5][CH2:6][CH:7]([C:8](=[O:10])[NH:22][CH:21]([C:20]([O:19][CH2:12][c:13]1[cH:14][cH:15][cH:16][cH:17][cH:18]1)=[O:24])[CH3:23])[CH3:11]. RXN SMILES: [CH2:50]1[O:51][CH2:52][CH2:53][CH2:54]1.[CH3:42][C:43]#[N:44].[CH3:45][CH2:46][O:47][CH2:48][CH3:49].[CH:2]([OH:3])([CH3:4])[CH3:5].[Cl:6][C:7]([c:8]1[cH:9][cH:10][c:11]([C:12]#[N:13])[cH:14][cH:15]1)([c:16]1[cH:17][n:18][cH:19][n:20]1[CH3:21])[c:22]1[cH:23][c:24]2[c:25](-[c:34]3[cH:35][c:36]([Cl:40])[cH:37][cH:38][cH:39]3)[cH:26][c:27](=[O:33])[n:28]([CH3:32])[c:29]2[cH:30][cH:31]1.[NH3:1].[OH2:41]>>[C:7]([c:8]1[cH:9][cH:10][c:11]([C:12]#[N:13])[cH:14][cH:15]1)([c:16]1[cH:17][n:18][cH:19][n:20]1[CH3:21])([c:22]1[cH:23][c:24]2[c:25](-[c:34]3[cH:35][c:36]([Cl:40])[cH:37][cH:38][cH:39]3)[cH:26][c:27](=[O:33])[n:28]([CH3:32])[c:29]2[cH:30][cH:31]1)[NH2:44]. Yields the product Cn1cncc1C(N)(c1ccc(C#N)cc1)c1ccc2c(c1)c(-c1cccc(Cl)c1)cc(=O)n2C. Reactants: C1CCOC1, CC#N, CCOCC, CC(C)O, Cn1cncc1C(Cl)(c1ccc(C#N)cc1)c1ccc2c(c1)c(-c1cccc(Cl)c1)cc(=O)n2C, N, O. The product is FCCCC=1C=CC(=NC1)C[C@@H](C[C@H](N)C(=O)O)C(=O)O ((4R)-4-{[5-(3-Fluoropropyl)pyridin-2-yl]methyl}-L-glutamic acid). Reactants: C(C)(C)(C)OC(=O)N[C@@H](C[C@@H](C(=O)OC(C)(C)C)CC1=NC=C(C=C1)CCCF)C(=O)OC(C)(C)C (Di-tert-butyl (4R)—N-(tert-butoxycarbonyl)-4-{[5-(3-fluoropropyl)pyridin-2-yl]methyl}-L-glutamate), C1(=CC=CC=C1)C (toluene). Run at time 24 hour. Procedure: Di-tert-butyl (4R)—N-(tert-butoxycarbonyl)-4-{[5-(3-fluoropropyl)pyridin-2-yl]methyl}-L-glutamate (68 mg, 0.13 mmol) was solved in 3 ml trifluoroacetic acid and stirred for 24 h. To the mixture was added toluene (10 ml) and the resulting solution was concentrated in vacuo. The crude product was purified by HPLC. The appropriate fractions were collected, the acetonitrile evaporated under reduced pressure and the remaining aqueous solution was lyophilized. The solvent is FC(C(=O)O)(F)F (trifluoroacetic acid). Reaction SMILES: C(OC([NH:8][C@H:9]([C:30]([O:32]C(C)(C)C)=[O:31])[CH2:10][C@H:11]([CH2:19][C:20]1[CH:25]=[CH:24][C:23]([CH2:26][CH2:27][CH2:28][F:29])=[CH:22][N:21]=1)[C:12]([O:14]C(C)(C)C)=[O:13])=O)(C)(C)C.C1(C)C=CC=CC=1>FC(F)(F)C(O)=O>[F:29][CH2:28][CH2:27][CH2:26][C:23]1[CH:24]=[CH:25][C:20]([CH2:19][C@H:11]([C:12]([OH:14])=[O:13])[CH2:10][C@@H:9]([C:30]([OH:32])=[O:31])[NH2:8])=[N:21][CH:22]=1. Reactants: CN(/C=C/C(=O)C1=NN(C=CC1=O)C1=CC(=CC=C1)S(=O)(=O)C)C (3-((E)-3-dimethylamino-acryloyl)-1-(3-methansulfonyl-phenyl)-1H-pyridazin-4-one), FC=1C(=C(C=CC1)NN)C ((3-fluoro-2-methyl-phenyl)-hydrazine). Product: FC=1C(=C(C=CC1)N1N=CC=C1C1=NN(C=CC1=O)C1=CC(=CC=C1)S(=O)(=O)C)C (3-[2-(3-Fluoro-2-methyl-phenyl)-2H-pyrazol-3-yl]-1-(3-methanesulfonyl-phenyl)-1H-pyridazin-4-one). Reaction SMILES: C[N:2](C)/[CH:3]=[CH:4]/[C:5]([C:7]1[C:12](=[O:13])[CH:11]=[CH:10][N:9]([C:14]2[CH:19]=[CH:18][CH:17]=[C:16]([S:20]([CH3:23])(=[O:22])=[O:21])[CH:15]=2)[N:8]=1)=O.[F:25][C:26]1[C:27]([CH3:34])=[C:28]([NH:32]N)[CH:29]=[CH:30][CH:31]=1>>[F:25][C:26]1[C:27]([CH3:34])=[C:28]([N:32]2[C:5]([C:7]3[C:12](=[O:13])[CH:11]=[CH:10][N:9]([C:14]4[CH:19]=[CH:18][CH:17]=[C:16]([S:20]([CH3:23])(=[O:22])=[O:21])[CH:15]=4)[N:8]=3)=[CH:4][CH:3]=[N:2]2)[CH:29]=[CH:30][CH:31]=1. Reported procedure: Reaction of 3-((E)-3-dimethylamino-acryloyl)-1-(3-methansulfonyl-phenyl)-1H-pyridazin-4-one (A-7) and (3-fluoro-2-methyl-phenyl)-hydrazine according to example 43 gave the desired product. MS: M=425.2 (M+H)+